This data is from the Open Reaction Database (ORD), a public repository of structured organic reaction records. The task is: describe an organic reaction: reactants, conditions, products, and yield Starting materials: CC(=O)c1cccc2c1OCO2, C1CCOC1, C[Mg]Cl, Cl. The product is CC(C)(O)c1cccc2c1OCO2. As a reaction SMILES: [C:1]([CH3:2])(=[O:3])[c:4]1[cH:5][cH:6][cH:7][c:8]2[c:12]1[O:11][CH2:10][O:9]2.[CH2:17]1[O:18][CH2:19][CH2:20][CH2:21]1.[CH3:13][Mg:14][Cl:15].[ClH:16]>>[C:1]([CH3:2])([OH:3])([c:4]1[cH:5][cH:6][cH:7][c:8]2[c:12]1[O:11][CH2:10][O:9]2)[CH3:13]. Product: COC=1C=C2C=CC(=CC2=CC1)C(C(=O)OC)C (methyl α-(6-methoxy-2-naphthyl)propionate). Reaction conditions: time 15 hour. Isolated yield 67.7%. The reagents and catalysts are [Ni] (Raney nickel). The solvent is CO (methanol), CO (methanol). Starting materials: CSC(C(=O)OC)(C)C1=CC2=CC=C(C=C2C=C1)OC (Methyl α-methylthio-α-(6-methoxy-2-naphthyl)propionate). Procedure details: Methyl α-methylthio-α-(6-methoxy-2-naphthyl)propionate (372 mg) was dissolved in 2 ml of methanol, and 10 ml of a methanol suspension of 5.0 cc of Raney nickel (W-II) was added, and the mixture was stirred at room temperature for 15 hours. The insoluble matter was separated by filtration, and the filtrate was concentrated under reduced pressure. Methylene chloride was added to the residue. The insoluble matter was separated by filtration. The filtrate was concentrated under reduced pressure, and... Reaction SMILES: CS[C:3]([C:9]1[CH:18]=[CH:17][C:16]2[C:11](=[CH:12][CH:13]=[C:14]([O:19][CH3:20])[CH:15]=2)[CH:10]=1)([CH3:8])[C:4]([O:6][CH3:7])=[O:5]>CO.[Ni]>[CH3:20][O:19][C:14]1[CH:15]=[C:16]2[C:11](=[CH:12][CH:13]=1)[CH:10]=[C:9]([CH:3]([CH3:8])[C:4]([O:6][CH3:7])=[O:5])[CH:18]=[CH:17]2. Starting materials: NC1NC(C=2C(=N1)N=C1C=CC=CC12)=O (2-amino-4-oxo-3H-indolo[2,3-d]pyrimidine), P(=O)(Cl)(Cl)Cl (phosphoryl chloride). The solvent is O1CCOCC1 (dioxane). The product is Cl.NC=1N=C(C2=C(N1)NC1=CC=CC=C12)Cl (2-amino-4-chloroindolo[2,3-d]pyrimidine hydrochloride). Yield: 26.7%. Reaction SMILES: [NH2:1][CH:2]1[N:7]=[C:6]2[N:8]=[C:9]3[C:14]([CH:13]=[CH:12][CH:11]=[CH:10]3)=[C:5]2[C:4](=O)[NH:3]1.P(Cl)(Cl)([Cl:18])=O>O1CCOCC1>[ClH:18].[NH2:1][C:2]1[N:3]=[C:4]([Cl:18])[C:5]2[C:14]3[C:9](=[CH:10][CH:11]=[CH:12][CH:13]=3)[NH:8][C:6]=2[N:7]=1 |f:3.4|. Procedure details: A suspension of 2-amino-4-oxo-3H-indolo[2,3-d]pyrimidine (490 mg, 2.5 mmol) and phosphoryl chloride (7 ml, 75 mmol) in dioxane (13 ml) is heated under reflux for 4 hr, then concentrated in vacuo. The residue is triturated with ethanol, filtered, and the solids washed with 10:1 Ethanol:Ethyl Acetate to give 170 mg (27%) 2-amino-4-chloroindolo[2,3-d]pyrimidine hydrochloride as a grey solid, mp >250 C. The product is CCCCOCCOc1ccc(-c2ccc3c(c2)C=C(C(=O)Nc2ccc(S(=O)Cc4nncn4CCC)cc2)CCN3CCC)cc1. Starting materials: CCCCOCCOc1ccc(-c2ccc3c(c2)C=C(C(=O)Nc2ccc(SCc4nncn4CCC)cc2)CCN3CCC)cc1, ClCCl, [Na+], [Na+], O=C(OO)c1cccc(Cl)c1, O=S([O-])([O-])=S. As a reaction SMILES: [CH2:1]([CH2:2][CH2:3][CH3:4])[O:5][CH2:6][CH2:7][O:8][c:9]1[cH:10][cH:11][c:12](-[c:15]2[cH:16][cH:17][c:18]3[c:19]([cH:47]2)[CH:20]=[C:21]([C:28](=[O:29])[NH:30][c:31]2[cH:32][cH:33][c:34]([S:37][CH2:38][c:39]4[n:40][n:41][cH:42][n:43]4[CH2:44][CH2:45][CH3:46])[cH:35][cH:36]2)[CH2:22][CH2:23][N:24]3[CH2:25][CH2:26][CH3:27])[cH:13][cH:14]1.[Cl:66][CH2:67][Cl:68].[Na+:64].[Na+:65].[OH:48][O:49][C:50]([c:51]1[cH:52][c:53]([Cl:54])[cH:55][cH:56][cH:57]1)=[O:58].[S:59]([O-:60])([O-:61])(=[O:62])=[S:63]>>[CH2:1]([CH2:2][CH2:3][CH3:4])[O:5][CH2:6][CH2:7][O:8][c:9]1[cH:10][cH:11][c:12](-[c:15]2[cH:16][cH:17][c:18]3[c:19]([cH:47]2)[CH:20]=[C:21]([C:28](=[O:29])[NH:30][c:31]2[cH:32][cH:33][c:34]([S:37]([CH2:38][c:39]4[n:40][n:41][cH:42][n:43]4[CH2:44][CH2:45][CH3:46])=[O:48])[cH:35][cH:36]2)[CH2:22][CH2:23][N:24]3[CH2:25][CH2:26][CH3:27])[cH:13][cH:14]1. Starting materials: CC(C)(C)OC(=O)Nc1ccc(I)cc1[N+](=O)[O-], OB(O)c1ccccc1. Product: CC(C)(C)OC(=O)Nc1ccc(-c2ccccc2)cc1[N+](=O)[O-]. Reaction SMILES: [C:1]([CH3:2])([CH3:3])([CH3:4])[O:5][C:6]([NH:7][c:8]1[c:9]([N+:15](=[O:16])[O-:17])[cH:10][c:11]([I:14])[cH:12][cH:13]1)=[O:18].[c:19]1([B:25]([OH:26])[OH:27])[cH:20][cH:21][cH:22][cH:23][cH:24]1>>[C:1]([CH3:2])([CH3:3])([CH3:4])[O:5][C:6]([NH:7][c:8]1[c:9]([N+:15](=[O:16])[O-:17])[cH:10][c:11](-[c:19]2[cH:20][cH:21][cH:22][cH:23][cH:24]2)[cH:12][cH:13]1)=[O:18].